This data is from the Open Reaction Database (ORD), a public repository of structured organic reaction records. The task is: describe an organic reaction: reactants, conditions, products, and yield Reactants: O[C@H](CNC(OC(C)(C)C)=O)C (tert-butyl [(2S)-2-hydroxypropyl]carbamate), C(C)(=O)OCC (Ethyl acetate), S(=O)(Cl)Cl (thionyl chloride), N1=CC=CC=C1 (pyridine). Reagents/catalysts: CN(C)C=1C=CN=CC1 (DMAP). The solvent is C(C)#N (acetonitrile), C(C)OCC (diethyl ether), C(C)#N (acetonitrile). Run at time 1.5 hour. The product is C[C@H]1CN(S(O1)=O)C(=O)OC(C)(C)C (tert-Butyl (5S)-5-Methyl-1,2,3-oxathiazolidine-3-carboxylate 2-oxide). Yield: 96.8%. Reaction SMILES: [S:1](Cl)(Cl)=[O:2].[OH:5][C@@H:6]([CH3:16])[CH2:7][NH:8][C:9](=[O:15])[O:10][C:11]([CH3:14])([CH3:13])[CH3:12].N1C=CC=CC=1.C(OCC)(=O)C>C(#N)C.CN(C1C=CN=CC=1)C.C(OCC)C>[CH3:16][C@@H:6]1[O:5][S:1](=[O:2])[N:8]([C:9]([O:10][C:11]([CH3:12])([CH3:14])[CH3:13])=[O:15])[CH2:7]1. Procedure details: A stirred solution of thionyl chloride (4.8 mL, 66.3 mmol) in acetonitrile (30 mL) is cooled down to −45° C. and a solution of tert-butyl [(2S)-2-hydroxypropyl]carbamate (5.1 g, 26.6 mmol) in acetonitrile (40 mL) is added by an addition funnel over 20 min, keeping the internal temperature below −40° C. DMAP (324 mg, 2.6 mmol) is added followed by the dropwise addition of pyridine (10.7 mL, 133.7 mmol), keeping the temperature below −40° C. The addition takes 1.5 h. Ethyl acetate (100 mL) is adde... Starting materials: CC(=O)N1c2ccc(N)cc2C(C)(c2ccccc2)CC1(C)C, CCN(C(C)C)C(C)C, C1CCOC1, O=C(Cl)CCc1ccccc1. Product: CC(=O)N1c2ccc(NC(=O)CCc3ccccc3)cc2C(C)(c2ccccc2)CC1(C)C. RXN SMILES: [C:1]([CH3:2])(=[O:3])[N:4]1[C:5]([CH3:22])([CH3:23])[CH2:6][C:7]([CH3:15])([c:16]2[cH:17][cH:18][cH:19][cH:20][cH:21]2)[c:8]2[cH:9][c:10]([NH2:14])[cH:11][cH:12][c:13]21.[CH:35]([N:36]([CH2:37][CH3:38])[CH:39]([CH3:40])[CH3:41])([CH3:42])[CH3:43].[O:44]1[CH2:45][CH2:46][CH2:47][CH2:48]1.[c:24]1([CH2:30][CH2:31][C:32](=[O:33])[Cl:34])[cH:25][cH:26][cH:27][cH:28][cH:29]1>>[C:1]([CH3:2])(=[O:3])[N:4]1[C:5]([CH3:22])([CH3:23])[CH2:6][C:7]([CH3:15])([c:16]2[cH:17][cH:18][cH:19][cH:20][cH:21]2)[c:8]2[cH:9][c:10]([NH:14][C:32]([CH2:31][CH2:30][c:24]3[cH:25][cH:26][cH:27][cH:28][cH:29]3)=[O:33])[cH:11][cH:12][c:13]21. The reactants are [BH4-], ClCCl, CO, O=C(O)Cc1ccc2sc(-c3ccc(C(F)(F)F)cc3)nc2c1, [Na+], O, c1ccncc1. Product: OCCc1ccc2sc(-c3ccc(C(F)(F)F)cc3)nc2c1. Reaction SMILES: [BH4-:24].[CH2:28]([Cl:29])[Cl:30].[CH3:26][OH:27].[F:1][C:2]([c:3]1[cH:4][cH:5][c:6](-[c:9]2[s:10][c:11]3[c:12]([n:13]2)[cH:14][c:15]([CH2:18][C:19](=[O:20])[OH:21])[cH:16][cH:17]3)[cH:7][cH:8]1)([F:22])[F:23].[Na+:25].[OH2:37].[cH:31]1[cH:32][cH:33][n:34][cH:35][cH:36]1>>[F:1][C:2]([c:3]1[cH:4][cH:5][c:6](-[c:9]2[s:10][c:11]3[c:12]([n:13]2)[cH:14][c:15]([CH2:18][CH2:19][OH:20])[cH:16][cH:17]3)[cH:7][cH:8]1)([F:22])[F:23]. Reactants: [Li]CCCC (nBuLi), C(CC)S (propanethiol), BrCCCCCC(=O)OCC (ethyl 6-bromohexanoate). Solvent: C1CCOC1 (THF), C1CCOC1 (THF). Reaction conditions: time 10 minute. Product: C(CC)SCCCCCC(=O)OCC (ethyl 6-(propylthio)hexanoate). As a reaction SMILES: [CH2:1]([SH:4])[CH2:2][CH3:3].[Li]CCCC.Br[CH2:11][CH2:12][CH2:13][CH2:14][CH2:15][C:16]([O:18][CH2:19][CH3:20])=[O:17]>C1COCC1>[CH2:1]([S:4][CH2:11][CH2:12][CH2:13][CH2:14][CH2:15][C:16]([O:18][CH2:19][CH3:20])=[O:17])[CH2:2][CH3:3]. Reported procedure: A solution of propanethiol (0.609 ml, 6.72 mmol) in anhydrous THF (10 ml) was cooled to −10° C. in a nitrogen atmosphere. 2 M nBuLi (4.03 ml, 8.07 mmol) was added dropwise and the mixture was then stirred for 10 minutes. A solution of ethyl 6-bromohexanoate in anhydrous THF (5 ml) was then added and the mixture was stirred for 40 minutes. The reaction mixture was quenched by adding water and then extracted with ethyl acetate. The organic layer was washed with water and saturated brine and dried ... Starting materials: C1(=CC=CC=C1)C=1SC2=C(N1)C=CC=C2 (2-Phenylbenzothiazole), [N+](=O)(O)[O-] (nitric acid). Solvent: O (water). Conditions: temperature 5 celsius, time 70 minute. The product is C1(=CC=CC=C1)C=1SC2=C(N1)C=CC(=C2)[N+](=O)[O-] (2-phenyl-6-nitrobenzothiazole). Reaction SMILES: [C:1]1([C:7]2[S:8][C:9]3[CH:15]=[CH:14][CH:13]=[CH:12][C:10]=3[N:11]=2)[CH:6]=[CH:5][CH:4]=[CH:3][CH:2]=1.[N+:16]([O-])([OH:18])=[O:17]>O>[C:1]1([C:7]2[S:8][C:9]3[CH:15]=[C:14]([N+:16]([O-:18])=[O:17])[CH:13]=[CH:12][C:10]=3[N:11]=2)[CH:2]=[CH:3][CH:4]=[CH:5][CH:6]=1. Procedure: 2-Phenylbenzothiazole (Aldrich, 63.89 g, 0.302 mol) is nitrated with 100% nitric acid (190 ml, 4.53 mol) at 5° C. The mixture is stirred at 5° C. for 70 minutes, quenched in ice-water and basified with 32% NaOH (pH=10). The product is filtered off and the solid obtained is suspended in water and filtered off. The product is recrystallized from isopropyl ether. Yield: 73.6 g (95%); Rf (8/2 petroleum ether/ethyl acetate): 0.76; m.p.: 178.9-181.3°; 1H-NMR (d6-DMSO): 9.16 (d, 1H); 8.35 (dd, 1H); 8.2... As a reaction SMILES: [NH2:1][c:2]1[n:3][c:4]([CH:19]([CH3:20])[CH3:21])[cH:5][c:6](-[c:8]2[cH:9][cH:10][c:11]([F:18])[c:12]3[cH:13][cH:14][cH:15][cH:16][c:17]23)[n:7]1.[O:22]=[C:23]=[N:24][c:25]1[cH:26][cH:27][cH:28][cH:29][cH:30]1.[cH:31]1[cH:32][cH:33][cH:34][cH:35][cH:36]1>>[NH:1]([c:2]1[n:3][c:4]([CH:19]([CH3:20])[CH3:21])[cH:5][c:6](-[c:8]2[cH:9][cH:10][c:11]([F:18])[c:12]3[cH:13][cH:14][cH:15][cH:16][c:17]23)[n:7]1)[C:23](=[O:22])[NH:24][c:25]1[cH:26][cH:27][cH:28][cH:29][cH:30]1. The reactants are CC(C)c1cc(-c2ccc(F)c3ccccc23)nc(N)n1, O=C=Nc1ccccc1, c1ccccc1. Product: CC(C)c1cc(-c2ccc(F)c3ccccc23)nc(NC(=O)Nc2ccccc2)n1.